Task: describe an organic reaction: reactants, conditions, products, and yield. Dataset: the Open Reaction Database (ORD), a public repository of structured organic reaction records Reactants: I(=O)(=O)C1=C(C(=O)O)C=CC=C1 (o-iodoxybenzoic acid), O1C=CC=2C1=NC=C(C2)CO (furo[2,3-b]pyridine-5-methanol), O (water), C(C)OCC (ethyl ether). The solvent is CS(=O)C (dimethyl sulfoxide). Yields the product C(=O)C=1C=C2C(=NC1)OC=C2 (5-formyl-furo[2,3-b]pyridine). The yield is 54.6%. RXN SMILES: I(C1C=CC=CC=1C(O)=O)(=O)=O.[O:13]1[C:17]2=[N:18][CH:19]=[C:20]([CH2:22][OH:23])[CH:21]=[C:16]2[CH:15]=[CH:14]1.O.C(OCC)C>CS(C)=O>[CH:22]([C:20]1[CH:21]=[C:16]2[CH:15]=[CH:14][O:13][C:17]2=[N:18][CH:19]=1)=[O:23]. Procedure: To o-iodoxybenzoic acid (1.036g, 3.7 mmol) in dimethyl sulfoxide (7.4 mL) was added furo[2,3-b]pyridine-5-methanol (500 mg, 3.36 mmol). Stirring was continued for 2.5 h before the addition of water, filtration, and extraction of the filtrate with ethyl ether (3×30 mL). The organic phase was washed with brine (10 mL), dried with magnesium sulfate, and concentrated. Purification by flash chromatography (silica gel, 25% ethyl acetate/hexane) yielded 5-formyl-furo[2,3-b]pyridine (270 mg, 55%). This ...